This data is from the Open Reaction Database (ORD), a public repository of structured organic reaction records. The task is: describe an organic reaction: reactants, conditions, products, and yield Starting materials: FC(OC=1C=CC(=NC1)C(=O)O)F (5-(difluoromethoxy)picolinic acid), NC=1C=CC(=C(C1)[C@]1(N=C(CS(C1)(=O)=O)N)C)F ((R)-5-(5-amino-2-fluoro-phenyl)-5-methyl-1,1-dioxo-1,2,5,6-tetrahydro-1λ6-[1,4]thiazin-3-ylamine). Yields the product NC1=N[C@](CS(C1)(=O)=O)(C)C=1C=C(C=CC1F)NC(=O)C1=NC=C(C=C1)OC(F)F (5-Difluoromethoxy-pyridine-2-carboxylic acid [3-((R)-5-amino-3-methyl-1,1-dioxo-1,2,3,6-tetrahydro-1λ6-[1,4]thiazin-3-yl)-4-fluoro-phenyl]-amide). Isolated yield 52.0%. RXN SMILES: [F:1][CH:2]([F:13])[O:3][C:4]1[CH:5]=[CH:6][C:7]([C:10]([OH:12])=O)=[N:8][CH:9]=1.[NH2:14][C:15]1[CH:16]=[CH:17][C:18]([F:31])=[C:19]([C@:21]2([CH3:30])[CH2:26][S:25](=[O:28])(=[O:27])[CH2:24][C:23]([NH2:29])=[N:22]2)[CH:20]=1>>[NH2:29][C:23]1[CH2:24][S:25](=[O:27])(=[O:28])[CH2:26][C@:21]([C:19]2[CH:20]=[C:15]([NH:14][C:10]([C:7]3[CH:6]=[CH:5][C:4]([O:3][CH:2]([F:1])[F:13])=[CH:9][N:8]=3)=[O:12])[CH:16]=[CH:17][C:18]=2[F:31])([CH3:30])[N:22]=1. Procedure details: Prepared from 5-(difluoromethoxy)picolinic acid (69.7 mg, 369 μmol, Eq: 1.00) and (R)-5-(5-amino-2-fluoro-phenyl)-5-methyl-1,1-dioxo-1,2,5,6-tetrahydro-1λ6-[1,4]thiazin-3-ylamine (100 mg, 369 μmol, Eq: 1.00) as described for example 2 (method b) to give the title compound (85 mg, 192 μmol, 52.1% yield) as a white foam. MS (ISP): m/z=443.4 [(M+H)].